Dataset: the Open Reaction Database (ORD), a public repository of structured organic reaction records. Task: describe an organic reaction: reactants, conditions, products, and yield Starting materials: [Br-], [Br-], [Br-], O=C([O-])[O-], CCCC[N+](CCCC)(CCCC)CCCC, CCCC[N+](CCCC)(CCCC)CCCC, CCCC[N+](CCCC)(CCCC)CCCC, CC#N, [K+], [K+], Cc1cccc(N)c1C1=NOCC1. Product: Cc1c(Br)ccc(N)c1C1=NOCC1. RXN SMILES: [Br-:20].[Br-:21].[Br-:22].[C:14](=[O:15])([O-:16])[O-:17].[CH2:23]([N+:24]([CH2:25][CH2:26][CH2:27][CH3:28])([CH2:29][CH2:30][CH2:31][CH3:32])[CH2:33][CH2:34][CH2:35][CH3:36])[CH2:37][CH2:38][CH3:39].[CH2:40]([N+:41]([CH2:42][CH2:43][CH2:44][CH3:45])([CH2:46][CH2:47][CH2:48][CH3:49])[CH2:50][CH2:51][CH2:52][CH3:53])[CH2:54][CH2:55][CH3:56].[CH2:57]([N+:58]([CH2:59][CH2:60][CH2:61][CH3:62])([CH2:63][CH2:64][CH2:65][CH3:66])[CH2:67][CH2:68][CH2:69][CH3:70])[CH2:71][CH2:72][CH3:73].[CH3:74][C:75]#[N:76].[K+:18].[K+:19].[O:1]1[N:2]=[C:3]([c:6]2[c:7]([NH2:8])[cH:9][cH:10][cH:11][c:12]2[CH3:13])[CH2:4][CH2:5]1>>[O:1]1[N:2]=[C:3]([c:6]2[c:7]([NH2:8])[cH:9][cH:10][c:11]([Br:20])[c:12]2[CH3:13])[CH2:4][CH2:5]1. Starting materials: CC(C)(C)OC(=O)NCCCC(CNS(C)(=O)=O)Nc1c([N+](=O)[O-])cnc2ccccc12, CC#N. Yields the product CC(C)(C)OC(=O)NCCCC(CNS(C)(=O)=O)Nc1c(N)cnc2ccccc12. As a reaction SMILES: [CH3:1][S:2](=[O:3])(=[O:4])[NH:5][CH2:6][CH:7]([CH2:8][CH2:9][CH2:10][NH:11][C:12]([O:13][C:14]([CH3:15])([CH3:16])[CH3:17])=[O:18])[NH:19][c:20]1[c:21]([N+:30]([O-:31])=[O:32])[cH:22][n:23][c:24]2[cH:25][cH:26][cH:27][cH:28][c:29]12.[CH3:33][C:34]#[N:35]>>[CH3:1][S:2](=[O:3])(=[O:4])[NH:5][CH2:6][CH:7]([CH2:8][CH2:9][CH2:10][NH:11][C:12]([O:13][C:14]([CH3:15])([CH3:16])[CH3:17])=[O:18])[NH:19][c:20]1[c:21]([NH2:30])[cH:22][n:23][c:24]2[cH:25][cH:26][cH:27][cH:28][c:29]12. Procedure details: To a solution of 2-allyl-2,3,4,5-tetrahydro-8-methyl-1H-pyrido[4,3-b]indole (1000 mg, 4.42 mmol) in DMF (10 mL) was portionwise added sodium hydride (526 mg, 13.26 mmol). After stirring at RT for 5 min., 4-(oxiran-2-yl)pyridine (669 mg, 5.31 mmol) was added dropwise into the reaction mixture, which was stirred at RT for 16 h. Ice water was added into the reaction mixture and the solid mass obtained was filtered, washed with water (2×10 mL), hexane (2×50 mL) and ether to yield 2-(2-allyl-1,2,3,4-... Run at time 5 minute. RXN SMILES: [CH2:1]([N:4]1[CH2:17][CH2:16][C:7]2[NH:8][C:9]3[CH:10]=[CH:11][C:12]([CH3:15])=[CH:13][C:14]=3[C:6]=2[CH2:5]1)[CH:2]=[CH2:3].[H-].[Na+].[O:20]1[CH2:22][CH:21]1[C:23]1[CH:28]=[CH:27][N:26]=[CH:25][CH:24]=1>CN(C=O)C>[CH2:1]([N:4]1[CH2:17][CH2:16][C:7]2[N:8]([CH2:22][CH:21]([C:23]3[CH:28]=[CH:27][N:26]=[CH:25][CH:24]=3)[OH:20])[C:9]3[CH:10]=[CH:11][C:12]([CH3:15])=[CH:13][C:14]=3[C:6]=2[CH2:5]1)[CH:2]=[CH2:3] |f:1.2|. Yields the product C(C=C)N1CC2=C(N(C=3C=CC(=CC23)C)CC(O)C2=CC=NC=C2)CC1 (2-(2-allyl-1,2,3,4-tetrahydro-8-methylpyrido[4,3-b]indol-5-yl)-1-(pyridin-4-yl)ethanol). Run in CN(C)C=O (DMF). The reactants are C(C=C)N1CC2=C(NC=3C=CC(=CC23)C)CC1 (2-allyl-2,3,4,5-tetrahydro-8-methyl-1H-pyrido[4,3-b]indole), Ice water, [H-].[Na+] (sodium hydride), O1C(C1)C1=CC=NC=C1 (4-(oxiran-2-yl)pyridine). The reactants are FC1=CC=C(C=C1)N1C=C(C=C1)[N+](=O)[O-] (1-(4-fluorophenyl)-3-nitro-1H-pyrrole), resultant mixture. The reagents and catalysts are [Pd] (palladium-activated carbon). Solvent: C(C)O (ethanol). The product is FC1=CC=C(C=C1)N1C=C(C=C1)N (1-(4-Fluorophenyl)-1H-pyrrol-3-amine), crude product. As a reaction SMILES: [F:1][C:2]1[CH:7]=[CH:6][C:5]([N:8]2[CH:12]=[CH:11][C:10]([N+:13]([O-])=O)=[CH:9]2)=[CH:4][CH:3]=1>[Pd].C(O)C>[F:1][C:2]1[CH:3]=[CH:4][C:5]([N:8]2[CH:12]=[CH:11][C:10]([NH2:13])=[CH:9]2)=[CH:6][CH:7]=1. Reported procedure: To an ethanol solution (2.6 mL) of 1-(4-fluorophenyl)-3-nitro-1H-pyrrole (131 mg, 0.635 mmol) synthesized in Reference Synthesis Example 248, palladium-activated carbon (13.1 mg) was added and the resultant mixture was stirred under hydrogen atmosphere at room temperature for 1 day. After completion of the reaction, the reaction solution was filtered with Celite and the filtrate was concentrated under reduced pressure to obtain the title compound as a crude product. The reactants are O=C(c1cccc(CNCCNc2ccccc2Br)c1)N1CCCCC1, O=C([O-])[O-], COc1ccccc1B(O)O, CCO, Cc1ccccc1, [Na+], [Na+]. Reaction SMILES: [Br:1][c:2]1[c:3]([NH:8][CH2:9][CH2:10][NH:11][CH2:12][c:13]2[cH:14][c:15]([C:19](=[O:20])[N:21]3[CH2:22][CH2:23][CH2:24][CH2:25][CH2:26]3)[cH:16][cH:17][cH:18]2)[cH:4][cH:5][cH:6][cH:7]1.[C:38](=[O:39])([O-:40])[O-:41].[CH3:27][O:28][c:29]1[c:30]([B:35]([OH:36])[OH:37])[cH:31][cH:32][cH:33][cH:34]1.[CH3:44][CH2:45][OH:46].[CH3:47][c:48]1[cH:49][cH:50][cH:51][cH:52][cH:53]1.[Na+:42].[Na+:43]>>[c:2]1(-[c:30]2[c:29]([O:28][CH3:27])[cH:34][cH:33][cH:32][cH:31]2)[c:3]([NH:8][CH2:9][CH2:10][NH:11][CH2:12][c:13]2[cH:14][c:15]([C:19](=[O:20])[N:21]3[CH2:22][CH2:23][CH2:24][CH2:25][CH2:26]3)[cH:16][cH:17][cH:18]2)[cH:4][cH:5][cH:6][cH:7]1. Product: COc1ccccc1-c1ccccc1NCCNCc1cccc(C(=O)N2CCCCC2)c1. Reactants: C(C(=O)Cl)(=O)Cl (oxalyl chloride), C(CCCC)[C@@H]1CC[C@H](CC1)C(=O)O (trans-4-pentylcyclohexyl carboxylic acid), NC1=CC=C(C=C1)C=1NC2=C(N1)C=C(C=C2)N (2-(4-aminophenyl)-6-amino-benzimidazole). The reagents and catalysts are CN(C)C=O (DMF). Solvent: N1=CC=CC=C1 (pyridine). Yields the product C(CCCC)[C@@H]1CC[C@H](CC1)C(=O)C=1NC2=C(N1)C=CC=C2 (trans-4-pentylcyclohexyl carbonyl benzimidazole). As a reaction SMILES: C(Cl)(=O)C(Cl)=O.[CH2:7]([C@H:12]1[CH2:17][CH2:16][C@H:15]([C:18]([OH:20])=O)[CH2:14][CH2:13]1)[CH2:8][CH2:9][CH2:10][CH3:11].NC1C=CC([C:28]2[NH:29][C:30]3[CH:36]=[CH:35][C:34](N)=[CH:33][C:31]=3[N:32]=2)=CC=1>CN(C=O)C.N1C=CC=CC=1>[CH2:7]([C@H:12]1[CH2:13][CH2:14][C@H:15]([C:18]([C:28]2[NH:29][C:30]3[CH:36]=[CH:35][CH:34]=[CH:33][C:31]=3[N:32]=2)=[O:20])[CH2:16][CH2:17]1)[CH2:8][CH2:9][CH2:10][CH3:11]. Procedure details: Bis-trans-4-pentylcyclohexyl carbonyl benzimidazole was synthesized as follows: oxalyl chloride (1.07 ml, 2 M in CH2Cl2) was added to trans-4-pentylcyclohexyl carboxylic acid (0.424 g, 2.14 mmole) followed by one drop DMF. The mixture was allowed react at RT for 1 hour. To the above solution was added 2-(4-aminophenyl)-6-amino-benzimidazole (0.200 g, 0.89 mmole) in pyridine (2 ml). The Starting materials: O=C(c1ncc[nH]1)c1ncc[nH]1, ClCCl, CSc1nc(Cl)c(CN)c(Nc2c(F)cccc2F)n1. Yields the product CSc1nc(Cl)c2c(n1)N(c1c(F)cccc1F)C(=O)NC2. As a reaction SMILES: [C:21](=[O:22])([c:23]1[nH:24][cH:25][cH:26][n:27]1)[c:28]1[nH:29][cH:30][cH:31][n:32]1.[Cl:33][CH2:34][Cl:35].[NH2:1][CH2:2][c:3]1[c:4]([NH:12][c:13]2[c:14]([F:20])[cH:15][cH:16][cH:17][c:18]2[F:19])[n:5][c:6]([S:10][CH3:11])[n:7][c:8]1[Cl:9]>>[NH:1]1[CH2:2][c:3]2[c:4]([n:5][c:6]([S:10][CH3:11])[n:7][c:8]2[Cl:9])[N:12]([c:13]2[c:14]([F:20])[cH:15][cH:16][cH:17][c:18]2[F:19])[C:21]1=[O:22]. Starting materials: [I-].[Na+] (Sodium iodide), C(OCCl)(OC(C)C)=O (chloromethyl isopropyl carbonate), CC(=O)C (acetone), ClC1=C(C(=CC=C1)Cl)C1=NOC(=C1)C1=NC=CC(=C1)N (2-(3-(2,6-dichlorophenyl)isoxazol-5-yl)pyridin-4-amine). Reaction conditions: time 2.5 hour. Yields the product ClC1=C(C(=CC=C1)Cl)C1=NOC(=C1)C1=NC=CC(=C1)NCCC(=O)OC(C)C (isopropyl 3-(2-(3-(2,6-dichlorophenyl)isoxazol-5-yl)pyridin-4-ylamino)propanoate). Reaction SMILES: [I-].[Na+].[C:3](=[O:11])([O:7][CH:8]([CH3:10])[CH3:9])OCCl.[Cl:12][C:13]1[CH:18]=[CH:17][CH:16]=[C:15]([Cl:19])[C:14]=1[C:20]1[CH:24]=[C:23]([C:25]2[CH:30]=[C:29]([NH2:31])[CH:28]=[CH:27][N:26]=2)[O:22][N:21]=1.[CH3:32][C:33](C)=O>>[Cl:19][C:15]1[CH:16]=[CH:17][CH:18]=[C:13]([Cl:12])[C:14]=1[C:20]1[CH:24]=[C:23]([C:25]2[CH:30]=[C:29]([NH:31][CH2:32][CH2:33][C:3]([O:7][CH:8]([CH3:9])[CH3:10])=[O:11])[CH:28]=[CH:27][N:26]=2)[O:22][N:21]=1 |f:0.1|. Procedure: Sodium iodide (1.4 g, 9.3 mmol) was added to a solution of chloromethyl isopropyl carbonate (750 mg, 4.8 mmol) in acetone (5 mL). The resulting mixture was stirred at room temperature for 2.5 h, followed by addition of 2-(3-(2,6-dichlorophenyl)isoxazol-5-yl)pyridin-4-amine (500 mg, 1.6 mmol). The reaction mixture was then stirred at room temperature for 7 d. The reaction mixture was concentrated under reduced pressure to provide isopropyl 3-(2-(3-(2,6-dichlorophenyl)isoxazol-5-yl)pyridin-4-ylami...